From a dataset of the Open Reaction Database (ORD), a public repository of structured organic reaction records. describe an organic reaction: reactants, conditions, products, and yield Starting materials: [Li]C(C)(C)C, Ic1cccc2ccc(OCc3ccccc3)cc12, CCCCC, CN(C)CCN(C)C, CN(C)C=O, CCOC(C)=O. Product: O=Cc1cccc2ccc(OCc3ccccc3)cc12. Reaction SMILES: [C:20]([Li:21])([CH3:22])([CH3:23])[CH3:24].[CH2:1]([c:2]1[cH:3][cH:4][cH:5][cH:6][cH:7]1)[O:8][c:9]1[cH:10][cH:11][c:12]2[cH:13][cH:14][cH:15][c:16]([I:19])[c:17]2[cH:18]1.[CH3:25][CH2:26][CH2:27][CH2:28][CH3:29].[CH3:30][N:31]([CH3:32])[CH2:33][CH2:34][N:35]([CH3:36])[CH3:37].[CH3:38][N:39]([CH:40]=[O:41])[CH3:42].[CH3:43][CH2:44][O:45][C:46](=[O:47])[CH3:48]>>[CH2:1]([c:2]1[cH:3][cH:4][cH:5][cH:6][cH:7]1)[O:8][c:9]1[cH:10][cH:11][c:12]2[cH:13][cH:14][cH:15][c:16]([CH:40]=[O:41])[c:17]2[cH:18]1. Starting materials: [Si](C)(C)(C(C)(C)C)OC1=CC(=C(C=2C(OC[C@@H](C(N[C@@H](CSCC21)C(=O)OC)=O)NC(=O)OC(C)(C)C)=O)C)OC (tert-butyl (4R, 7S)-14-(tert-butyldimethylsilyloxy)-1,3,4,5,6,7,8,10-octahydro-12-methoxy-4-methoxycarbonyl-11-methyl-6,10-dioxo-9,2,5-benzoxathiaazacyclododecine-7-carbamate), C(C)O (ethanol). The reagents and catalysts are CC(C)[O-].CC(C)[O-].CC(C)[O-].CC(C)[O-].[Ti+4] (tetraisopropyl orthotitanate). Solvent: C(C)(=O)OCC (ethyl acetate). Product: [Si](C)(C)(C(C)(C)C)OC1=CC(=C(C=2C(OC[C@@H](C(N[C@@H](CSCC21)C(=O)OCC)=O)NC(=O)OC(C)(C)C)=O)C)OC (tert-butyl (4R, 7S)-14-(tert-butyldimethylsilyloxy)-4-ethoxycarbonyl-1,3,4,5,6,7,8,10-octahydro-12-methoxy-11-methyl-6,10-dioxo-9,2,5-benzoxathiaazacyclododecine-7-carbamate). RXN SMILES: [Si:1]([O:8][C:9]1[C:24]2[CH2:23][S:22][CH2:21][C@@H:20]([C:25]([O:27][CH3:28])=[O:26])[NH:19][C:18](=[O:29])[C@@H:17]([NH:30][C:31]([O:33][C:34]([CH3:37])([CH3:36])[CH3:35])=[O:32])[CH2:16][O:15][C:14](=[O:38])[C:13]=2[C:12]([CH3:39])=[C:11]([O:40][CH3:41])[CH:10]=1)([C:4]([CH3:7])([CH3:6])[CH3:5])([CH3:3])[CH3:2].[CH2:42](O)C>C(OCC)(=O)C.CC([O-])C.CC([O-])C.CC([O-])C.CC([O-])C.[Ti+4]>[Si:1]([O:8][C:9]1[C:24]2[CH2:23][S:22][CH2:21][C@@H:20]([C:25]([O:27][CH2:28][CH3:42])=[O:26])[NH:19][C:18](=[O:29])[C@@H:17]([NH:30][C:31]([O:33][C:34]([CH3:35])([CH3:37])[CH3:36])=[O:32])[CH2:16][O:15][C:14](=[O:38])[C:13]=2[C:12]([CH3:39])=[C:11]([O:40][CH3:41])[CH:10]=1)([C:4]([CH3:6])([CH3:7])[CH3:5])([CH3:2])[CH3:3] |f:3.4.5.6.7|. Procedure details: A solution of 61 mg of tert-butyl (4R, 7S)-14-(tert-butyldimethylsilyloxy)-1,3,4,5,6,7,8,10-octahydro-12-methoxy-4-methoxycarbonyl-11-methyl-6,10-dioxo-9,2,5-benzoxathiaazacyclododecine-7-carbamate and 11.4 mg of tetraisopropyl orthotitanate in 2 ml of ethanol was heated at reflux for 40 hours. The solution was diluted with ethyl acetate and washed successively with 1N hydrochloric acid and with brine. The organic layer was dried over sodium sulfate and evaporated in vacuo. The residue was chrom... The reactants are CNCC(O)c1ccn[nH]1, CCN(C(C)C)C(C)C, Cc1c(CCl)sc2c(=O)c(C(=O)NCc3ccc(Cl)cc3)cn(C)c12, Cl, Cl, CN(C)C=O, O. The product is Cc1c(CN(C)CC(O)c2ccn[nH]2)sc2c(=O)c(C(=O)NCc3ccc(Cl)cc3)cn(C)c12. RXN SMILES: [CH3:28][NH:29][CH2:30][CH:31]([OH:32])[c:33]1[cH:34][cH:35][n:36][nH:37]1.[CH:38]([N:39]([CH:40]([CH3:41])[CH3:42])[CH2:43][CH3:44])([CH3:45])[CH3:46].[Cl:1][c:2]1[cH:3][cH:4][c:5]([CH2:6][NH:7][C:8](=[O:9])[c:10]2[c:11](=[O:23])[c:12]3[c:13]([n:14]([CH3:16])[cH:15]2)[c:17]([CH3:22])[c:18]([CH2:20][Cl:21])[s:19]3)[cH:24][cH:25]1.[ClH:26].[ClH:27].[O:47]=[CH:48][N:49]([CH3:50])[CH3:51].[OH2:52]>>[Cl:1][c:2]1[cH:3][cH:4][c:5]([CH2:6][NH:7][C:8](=[O:9])[c:10]2[c:11](=[O:23])[c:12]3[c:13]([n:14]([CH3:16])[cH:15]2)[c:17]([CH3:22])[c:18]([CH2:20][N:29]([CH3:28])[CH2:30][CH:31]([OH:32])[c:33]2[cH:34][cH:35][n:36][nH:37]2)[s:19]3)[cH:24][cH:25]1.